This data is from the Open Reaction Database (ORD), a public repository of structured organic reaction records. The task is: describe an organic reaction: reactants, conditions, products, and yield Starting materials: [Cl-].[Na+] (sodium chloride), O=C(CCN1CCN(CC1)C1=CC=CC=C1)C=1C=C2CCC(NC2=CC1)=O (6-[1-oxo-3-(4-phenyl-1-piperazinyl)-propyl]-3,4-dihydrocarbostyril), [H-].[Na+] (sodium hydride), C1(=CC=C(C=C1)S(=O)(=O)O)C (p-toluenesulfonic acid), C(C(=O)[O-])(=O)[O-] (oxalate). The solvent is CC(=O)C (acetone), CN(C=O)C (dimethylformamide). Reaction conditions: time 3 hour. Product: CN1C(=O)CCC2=CC(=CC=C12)C(CCN1CCN(CC1)C1=CC=CC=C1)=O (1-methyl-6-[1-oxo-3-(4-phenyl-1-piperazinyl)propyl]-3,4-dihydrocarbostyril). Reaction SMILES: [O:1]=[C:2]([C:17]1[CH:18]=[C:19]2[C:24](=[CH:25][CH:26]=1)[NH:23][C:22](=[O:27])[CH2:21][CH2:20]2)[CH2:3][CH2:4][N:5]1[CH2:10][CH2:9][N:8]([C:11]2[CH:16]=[CH:15][CH:14]=[CH:13][CH:12]=2)[CH2:7][CH2:6]1.[H-].[Na+].[C:30]1(C)C=CC(S(O)(=O)=O)=CC=1.[Cl-].[Na+].C([O-])(=O)C([O-])=O>CN(C)C=O.CC(C)=O>[CH3:30][N:23]1[C:24]2[C:19](=[CH:18][C:17]([C:2](=[O:1])[CH2:3][CH2:4][N:5]3[CH2:6][CH2:7][N:8]([C:11]4[CH:12]=[CH:13][CH:14]=[CH:15][CH:16]=4)[CH2:9][CH2:10]3)=[CH:26][CH:25]=2)[CH2:20][CH2:21][C:22]1=[O:27] |f:1.2,4.5|. Procedure details: 1.8 Grams of 6-[1-oxo-3-(4-phenyl-1-piperazinyl)-propyl]-3,4-dihydrocarbostyril and 0.24 g of of sodium hydride (50% in mineral oil) were mixed in 50 ml of dimethylformamide and stirred at a room temperature for 3 hours. Then 0.9 g of p-toluenesulfonic acid was added and stirred at a room temperature for 3 hours. The reaction mixture was poured into 150 ml of a saturated sodium chloride solution and was extracted with chloroform. The chloroform layer was washed with water, dried and chloroform w... Reactants: [H][H] (hydrogen), S1C=CC=C1 (thiophene), C(C)O (ethanol), ClCC(=O)NC1=C(C=C(C=C1)[N+](=O)[O-])C (2-chloro-N-(2-methyl-4-nitrophenyl)acetamide). Reagents/catalysts: [Pt] (platinum-on-charcoal). Solvent: CO (methanol). Yields the product 12, NC1=CC(=C(C=C1)NC(CCl)=O)C (N-(4-amino-2-methylphenyl)-2-chloroacetamide). Isolated yield 92.0%. Reaction SMILES: S1C=CC=C1.C(O)C.[Cl:9][CH2:10][C:11]([NH:13][C:14]1[CH:19]=[CH:18][C:17]([N+:20]([O-])=O)=[CH:16][C:15]=1[CH3:23])=[O:12].[H][H]>[Pt].CO>[NH2:20][C:17]1[CH:18]=[CH:19][C:14]([NH:13][C:11](=[O:12])[CH2:10][Cl:9])=[C:15]([CH3:23])[CH:16]=1. Procedure: To 1 part of a solution of 2 parts of thiophene in 40 parts of ethanol were added 15 parts of 2-chloro-N-(2-methyl-4-nitrophenyl)acetamide and 400 parts of methanol. The whole was hydrogenated at normal pressure and at room temperature with 2 parts of platinum-on-charcoal catalyst 5%. After the calculated amount of hydrogen was taken up, the catalyst was filtered off and the filtrate was evaporated. The solid residue was purified by column-chromatography over silica gel using a mixture of trichl... Starting materials: [Li]CCCC, C#CCOC(C)OCC, [Cl-], O=Cc1ccc(F)cc1, [NH4+], C1CCOC1. Yields the product CCOC(C)OCC#CC(O)c1ccc(F)cc1. As a reaction SMILES: [CH2:10]([Li:11])[CH2:12][CH2:13][CH3:14].[CH2:1]([CH3:2])[O:3][CH:4]([CH3:5])[O:6][CH2:7][C:8]#[CH:9].[Cl-:24].[F:15][c:16]1[cH:17][cH:18][c:19]([CH:20]=[O:21])[cH:22][cH:23]1.[NH4+:25].[O:26]1[CH2:27][CH2:28][CH2:29][CH2:30]1>>[CH2:1]([CH3:2])[O:3][CH:4]([CH3:5])[O:6][CH2:7][C:8]#[C:9][CH:20]([c:19]1[cH:18][cH:17][c:16]([F:15])[cH:23][cH:22]1)[OH:21]. Reactants: C(C)OC(/C=C/C=1C=C(C=CC1)/C=C/C(=O)O)=O ((2E)-3-{3-[(1E)-3-ethoxy-3-oxo-1-propen-1-yl]phenyl}acrylic acid), C1CCOC1 (THF). The reagents and catalysts are [Pd] (Palladium on activated carbon). The solvent is CCOC(=O)C (EtOAc). Reaction conditions: time 5 hour. The product is C(C)OC(CCC=1C=C(C=CC1)CCC(=O)O)=O (3-[3-(3-ethoxy-3-oxopropyl)phenyl]propanoic acid). The yield is 100.0%. As a reaction SMILES: [CH2:1]([O:3][C:4](=[O:18])/[CH:5]=[CH:6]/[C:7]1[CH:8]=[C:9](/[CH:13]=[CH:14]/[C:15]([OH:17])=[O:16])[CH:10]=[CH:11][CH:12]=1)[CH3:2].C1COCC1>[Pd].CCOC(C)=O>[CH2:1]([O:3][C:4](=[O:18])[CH2:5][CH2:6][C:7]1[CH:8]=[C:9]([CH2:13][CH2:14][C:15]([OH:17])=[O:16])[CH:10]=[CH:11][CH:12]=1)[CH3:2]. Reported procedure: To a solution of (2E)-3-{3-[(1E)-3-ethoxy-3-oxo-1-propen-1-yl]phenyl}acrylic acid (10.40 g) in a mixed solvent(THF:EtOAc=150 mL:100 mL) was added 10% Palladium on activated carbon (50% wet, 1.6 g) at ambient temperature. The reaction mixture was stirred under hydrogen atmosphere at ambient temperature for 5 hours and was filtered through celite. The filtrate was evaporated in vacuo to afford 3-[3-(3-ethoxy-3-oxopropyl)phenyl]propanoic acid (10.57 g) as a colorless oil. Starting materials: Cl.NO (hydroxylamine hydrochloride), [Na] (sodium), COC1=CC=C(C=C1)S(=O)(=O)N(CC(=O)OCC)CC1=CC=CC=C1 (Ethyl 2-[[4-methoxybenzenesulfonyl](benzyl)amino]acetate), C[O-].[Na+] (sodium methoxide). Solvent: CO (methanol), CO (methanol). Reaction conditions: time 8 hour. The product is ONC(CN(CC1=CC=CC=C1)S(=O)(=O)C1=CC=C(C=C1)OC)=O (N-hydroxy-2-[[4-methoxybenzenesulfonyl](benzyl)amino]-acetamide). As a reaction SMILES: [CH3:1][O:2][C:3]1[CH:8]=[CH:7][C:6]([S:9]([N:12]([CH2:19][C:20]2[CH:25]=[CH:24][CH:23]=[CH:22][CH:21]=2)[CH2:13][C:14](OCC)=[O:15])(=[O:11])=[O:10])=[CH:5][CH:4]=1.Cl.[NH2:27][OH:28].C[O-].[Na+].[Na]>CO>[OH:28][NH:27][C:14](=[O:15])[CH2:13][N:12]([S:9]([C:6]1[CH:7]=[CH:8][C:3]([O:2][CH3:1])=[CH:4][CH:5]=1)(=[O:11])=[O:10])[CH2:19][C:20]1[CH:25]=[CH:24][CH:23]=[CH:22][CH:21]=1 |f:1.2,3.4,^1:31|. Procedure details: Ethyl 2-[[4-methoxybenzenesulfonyl](benzyl)amino]acetate (11.20 g, 30.9 mmol) is dissolved in methanol (100 mL). To this solution is added hydroxylamine hydrochloride (4.31 g, 62.0 mmol), followed by the addition of sodium methoxide, freshly prepared from sodium (2.14 g, 93.0 mmol) dissolved in methanol (55 mL). The reaction is stirred overnight at room temperature. The reaction is worked up by partitioning between dilute hydrochloric acid (pH=~3) and ethyl acetate. The aqueous phase is extracte... Product: Ic1cccc2[nH]ncc12. Reaction SMILES: [CH3:19][CH2:20][O:21][C:22](=[O:23])[CH3:24].[ClH:11].[I-:17].[K+:16].[N:12]([O-:13])=[O:14].[NH2:1][c:2]1[c:3]2[cH:4][n:5][nH:6][c:7]2[cH:8][cH:9][cH:10]1.[Na+:15].[OH2:18]>>[c:2]1([I:17])[c:3]2[cH:4][n:5][nH:6][c:7]2[cH:8][cH:9][cH:10]1. The reactants are CCOC(C)=O, Cl, [I-], [K+], O=N[O-], Nc1cccc2[nH]ncc12, [Na+], O. Starting materials: Cc1c(C(=O)N2CCOCC2)c[nH]c1C=O, CCO, O=C1Cc2c(cccc2C2CCNCC2)N1. The product is Cc1c(C(=O)N2CCOCC2)c[nH]c1C=C1C(=O)Nc2cccc(C3CCNCC3)c21. Reaction SMILES: [CH3:17][c:18]1[c:19]([CH:31]=[O:32])[nH:20][cH:21][c:22]1[C:23](=[O:24])[N:25]1[CH2:26][CH2:27][O:28][CH2:29][CH2:30]1.[CH3:33][CH2:34][OH:35].[NH:1]1[CH2:2][CH2:3][CH:4]([c:7]2[c:8]3[c:12]([cH:13][cH:14][cH:15]2)[NH:11][C:10](=[O:16])[CH2:9]3)[CH2:5][CH2:6]1>>[NH:1]1[CH2:2][CH2:3][CH:4]([c:7]2[c:8]3[c:12]([cH:13][cH:14][cH:15]2)[NH:11][C:10](=[O:16])[C:9]3=[CH:31][c:19]2[c:18]([CH3:17])[c:22]([C:23](=[O:24])[N:25]3[CH2:26][CH2:27][O:28][CH2:29][CH2:30]3)[cH:21][nH:20]2)[CH2:5][CH2:6]1. The reactants are BrC=1C=C(CBr)C=C(C1)C(=C(Cl)Cl)Cl (3-bromo-5-(trichorovinyl)benzyl bromide), [N-]=[N+]=[N-].[Na+] (sodium azide). The solvent is C(C)O (ethanol). The product is BrC=1C=C(CN=[N+]=[N-])C=C(C1)C(=C(Cl)Cl)Cl (3-Bromo-5-(trichlorovinyl)benzyl azide). The yield is 55.5%. As a reaction SMILES: [Br:1][C:2]1[CH:3]=[C:4]([CH:7]=[C:8]([C:10]([Cl:14])=[C:11]([Cl:13])[Cl:12])[CH:9]=1)[CH2:5]Br.[N-:15]=[N+:16]=[N-:17].[Na+]>C(O)C>[Br:1][C:2]1[CH:3]=[C:4]([CH:7]=[C:8]([C:10]([Cl:14])=[C:11]([Cl:13])[Cl:12])[CH:9]=1)[CH2:5][N:15]=[N+:16]=[N-:17] |f:1.2|. Procedure: A solution of crude 3-bromo-5-(trichorovinyl)benzyl bromide (2.2 g) and sodium azide (760 mg) in 30 ml of ethanol was heated at reflux for 1 hour. The reaction solution was concentrated under reduced pressure and the residue triturated with 100 ml of hexane. The mixture was filtered and the filtrate chromatographed on silica (hexane) to give 1.1 g of pure azide. Reactants: C1(=CC=CC=C1)C1=CC=C(C=C1)CC/C=C/CCC(=O)OCC (Ethyl E-7-((4-phenyl)phenyl)hept-4-enoate). The solvent is [OH-].[Na+] (sodium hydroxide). Yields the product C1(=CC=CC=C1)C1=CC=C(C=C1)CC/C=C/CCC(=O)O (E-7-((4-phenyl)phenyl)hept-4-enoic acid). As a reaction SMILES: [C:1]1([C:7]2[CH:12]=[CH:11][C:10]([CH2:13][CH2:14]/[CH:15]=[CH:16]/[CH2:17][CH2:18][C:19]([O:21]CC)=[O:20])=[CH:9][CH:8]=2)[CH:6]=[CH:5][CH:4]=[CH:3][CH:2]=1>[OH-].[Na+]>[C:1]1([C:7]2[CH:12]=[CH:11][C:10]([CH2:13][CH2:14]/[CH:15]=[CH:16]/[CH2:17][CH2:18][C:19]([OH:21])=[O:20])=[CH:9][CH:8]=2)[CH:2]=[CH:3][CH:4]=[CH:5][CH:6]=1 |f:1.2|. Procedure details: Ethyl E-7-((4-phenyl)phenyl)hept-4-enoate was saponified in methanolic sodium hydroxide at room temperature. The resulting acid, E-7-((4-phenyl)phenyl)hept-4-enoic acid, was obtained in >95% purity after chromatography. The product was fully characterized by spectral analysis infrared and nuclear magnetic spectroscopy) and combustion analysis.